This data is from the Open Reaction Database (ORD), a public repository of structured organic reaction records. The task is: describe an organic reaction: reactants, conditions, products, and yield The reactants are COc1ccc(CN)cc1, COCCOC, CS(=O)c1nc(N)nc(-c2ccco2)c1C#N. Yields the product COc1ccc(CNc2nc(N)nc(-c3ccco3)c2C#N)cc1. Reaction SMILES: [CH3:18][O:19][c:20]1[cH:21][cH:22][c:23]([CH2:24][NH2:25])[cH:26][cH:27]1.[CH3:28][O:29][CH2:30][CH2:31][O:32][CH3:33].[NH2:1][c:2]1[n:3][c:4]([S:15]([CH3:16])=[O:17])[c:5]([C:13]#[N:14])[c:6](-[c:8]2[o:9][cH:10][cH:11][cH:12]2)[n:7]1>>[NH2:1][c:2]1[n:3][c:4]([NH:25][CH2:24][c:23]2[cH:22][cH:21][c:20]([O:19][CH3:18])[cH:27][cH:26]2)[c:5]([C:13]#[N:14])[c:6](-[c:8]2[o:9][cH:10][cH:11][cH:12]2)[n:7]1.